From a dataset of the Open Reaction Database (ORD), a public repository of structured organic reaction records. describe an organic reaction: reactants, conditions, products, and yield Reactants: ClC1=C2N=C(N(C2=NC(=N1)C#CC1(CCCCC1)O)C=1C=C(C#N)C=CC1)C1=CC(=CC=C1)F (3-{6-Chloro-8-(3-fluorophenyl)-2-[2-(1-hydroxycyclohexyl)-1-ethynyl]-9H-9-purinyl]benzonitrile), N.C(C)O (ammonia ethanol). Yields the product NC1=C2N=C(N(C2=NC(=N1)C#CC(CCCCC)O)C=1C=C(C#N)C=CC1)C1=CC(=CC=C1)F (3-[6-Amino-8-(3-fluorophenyl)-2-[2-(1-hydroxyhexyl)-1-ethynyl]-9H-9-purinyl]benzonitrile). Isolated yield 73.0%. Reaction SMILES: Cl[C:2]1[N:10]=[C:9]([C:11]#[C:12][C:13]2([OH:19])[CH2:18][CH2:17][CH2:16][CH2:15][CH2:14]2)[N:8]=[C:7]2[C:3]=1[N:4]=[C:5]([C:28]1[CH:33]=[CH:32][CH:31]=[C:30]([F:34])[CH:29]=1)[N:6]2[C:20]1[CH:21]=[C:22]([CH:25]=[CH:26][CH:27]=1)[C:23]#[N:24].[NH3:35].C(O)C>>[NH2:35][C:2]1[N:10]=[C:9]([C:11]#[C:12][CH:13]([OH:19])[CH2:14][CH2:15][CH2:16][CH2:17][CH3:18])[N:8]=[C:7]2[C:3]=1[N:4]=[C:5]([C:28]1[CH:33]=[CH:32][CH:31]=[C:30]([F:34])[CH:29]=1)[N:6]2[C:20]1[CH:21]=[C:22]([CH:25]=[CH:26][CH:27]=1)[C:23]#[N:24] |f:1.2|. Procedure: 3-{6-Chloro-8-(3-fluorophenyl)-2-[2-(1-hydroxycyclohexyl)-1-ethynyl]-9H-9-purinyl]benzonitrile (2.0 g) was suspended in 200 ml of a 20% ammonia/ethanol and reacted at 100° C. in an autoclave for 8 hours. The resulting mixture was cooled to room temperature, concentrated to dryness and purified by a silica gel column (40 g of silica gel). It was eluted with dichloromethane containing 5% of methanol. The fractions containing the aimed product were collected, concentrated to dryness, suspended in 1... The reactants are BrC1=C(C=CC=C1)C(F)(F)F (2-Bromo-(trifluoromethyl)benzene), C(CCC)[Li] (n-butyllithium), C(C)(C)OB(OC(C)C)OC(C)C (triisopropyborate). The solvent is C1CCOC1 (THF), C1CCOC1 (THF). Conditions: time 1 hour. Yields the product FC(C1=C(C=CC=C1)B(O)O)(F)F (2-(Trifluoromethyl)phenylboronic acid). RXN SMILES: Br[C:2]1[CH:7]=[CH:6][CH:5]=[CH:4][C:3]=1[C:8]([F:11])([F:10])[F:9].C([Li])CCC.C([O:20][B:21](OC(C)C)[O:22]C(C)C)(C)C>C1COCC1>[F:9][C:8]([F:11])([F:10])[C:3]1[CH:4]=[CH:5][CH:6]=[CH:7][C:2]=1[B:21]([OH:22])[OH:20]. Procedure details: To a stirred solution of 2-Bromo-(trifluoromethyl)benzene (18.2 mL, 0.133 moles) in dry THF (150 mL) at -78° was added dropwise over a 25 min period n-butyllithium (60 mL of 2.5M in hexanes, 0.147 moles). The solution was stirred at -78° for 1 hour, and then a solution of triisopropyborate (37 mL) in THF (50 mL) was added dropwise over 30 min at -78°. The cooling bath was removed and the reaction mixture was stirred at ambient temperature overnight. The solution was then cooled to 0°, and made a... Starting materials: C1(=CC=CC=C1)C1=CC=2N(N=CC2S1)C(C)=O (1-(5-phenyl-thieno[3,2-c]pyrazol-1-yl)-ethanone), C1(=CC=CC=C1)C1=CC=2N(N=CC2S1)C(C)=O (1-(5-phenyl-thieno[3,2-c]pyrazol-1-yl)-ethanone), C([O-])([O-])=O.[K+].[K+] (potassium carbonate), COC(=O)C1=CC=2N(N=CC2S1)C(C)=O (1-acetyl-1 H-thieno[3,2-c]pyrazole-5-carboxylic acid methyl ester), CC1=CC=C(S1)C(=O)O (5-methylthiophene-2-carboxylic acid), Cl (hydrochloric acid). The solvent is C(C)O (ethanol), O (water). Run at temperature 70 celsius, time 18 hour. Yields the product C1(=CC=CC=C1)C1=CC=2N(N=CC2S1)C(C)=O (1-(5-phenyl-thieno[3,2-c]pyrazol-1-yl)-ethanone), C1(=CC=CC=C1)C1=CC=2NN=CC2S1 (5-phenyl-1H-thieno[3,2-c]pyrazole). Yield: 185.2%. RXN SMILES: COC(C1SC2C=NN(C(=O)C)C=2C=1)=O.CC1SC(C(O)=O)=CC=1.[C:25]1([C:31]2[S:38][C:37]3[CH:36]=[N:35][N:34]([C:39](=[O:41])[CH3:40])[C:33]=3[CH:32]=2)[CH:30]=[CH:29][CH:28]=[CH:27][CH:26]=1.Cl.C(=O)([O-])[O-].[K+].[K+]>O.C(O)C>[C:25]1([C:31]2[S:38][C:37]3[CH:36]=[N:35][N:34]([C:39](=[O:41])[CH3:40])[C:33]=3[CH:32]=2)[CH:26]=[CH:27][CH:28]=[CH:29][CH:30]=1.[C:25]1([C:31]2[S:38][C:37]3[CH:36]=[N:35][NH:34][C:33]=3[CH:32]=2)[CH:26]=[CH:27][CH:28]=[CH:29][CH:30]=1 |f:4.5.6|. Procedure details: 1-(5-phenyl-thieno[3,2-c]pyrazol-1-yl)-ethanone [Intermediate (44), LC/MS: 243.1(M+H), RT=3.45 minutes; 1H NMR (300 Mhz, CDCl3): δ 7.84 (s,1H), 7.78 (s, 1H), 7.64 (m, 2H), 7.43-7.31 (m, 3H), 2.75 (s, 3H)] is prepared using procedures similar to those described hereinabove for Intermediate (25) substituting 2-phenyl-5-methyl-thiophene for 5-methylthiophene-2-carboxylic acid in step 1. Step 2. To a mixture of 1-(5-phenyl-thieno[3,2-c]pyrazol-1-yl)-ethanone [3.82 g, 15.8 mmol, Intermediate (44)] an... Reactants: BrC=1C=CC(=C(CN(CC)C2=CC=C(N=N2)C(=O)N)C1)NCC1=CC=CC=C1 (6-[N-(5-bromo-2-benzylaminobenzyl)-N-ethylamino]pyridazine-3-carboxamide), [OH-].[Na+] (sodium hydroxide), C(CCC)O (butanol). Solvent: O (water). Yields the product BrC=1C=CC(=C(CN(CC)C2=CC=C(N=N2)C(=O)O)C1)NCC1=CC=CC=C1 (6-[N-(5-Bromo-2-benzylaminobenzyl)-N-ethylamino]pyridazine-3-carboxylic acid). RXN SMILES: [Br:1][C:2]1[CH:3]=[CH:4][C:5]([NH:21][CH2:22][C:23]2[CH:28]=[CH:27][CH:26]=[CH:25][CH:24]=2)=[C:6]([CH:20]=1)[CH2:7][N:8]([C:11]1[N:16]=[N:15][C:14]([C:17](N)=[O:18])=[CH:13][CH:12]=1)[CH2:9][CH3:10].[OH-].[Na+].C([OH:35])CCC>O>[Br:1][C:2]1[CH:3]=[CH:4][C:5]([NH:21][CH2:22][C:23]2[CH:28]=[CH:27][CH:26]=[CH:25][CH:24]=2)=[C:6]([CH:20]=1)[CH2:7][N:8]([C:11]1[N:16]=[N:15][C:14]([C:17]([OH:35])=[O:18])=[CH:13][CH:12]=1)[CH2:9][CH3:10] |f:1.2|. Reported procedure: A mixture of 6-[N-(5-bromo-2-benzylaminobenzyl)-N-ethylamino]pyridazine-3-carboxamide (700 mg, 1.59 mmol), sodium hydroxide pellets (200 mg, 5.0 mmol) and butanol was stirred at reflux for 3 hours. The mixture was cooled, diluted with water (100 ml) and washed with hexane (2×100 ml). The aqueous layer was acidified with formic acid and extracted with dichloromethane (2×200 ml). The combined organic extracts were dried over anhydrous magnesium sulphate and evaporated to give a white solid, which ... Yields the product CC1OC2CCCCCCCCCCC2C1 (14-methyl-13-oxabicyclo[10.3.0]pentadecane). Starting materials: C(C=C)C1C(CCCCCCCCCC1)O (2-(2-propenyl)-cyclododecanol), C1(=CC=C(C=C1)S(=O)(=O)O)C (p-toluenesulphonic acid), C([O-])([O-])=O.[Na+].[Na+] (sodium carbonate). Solvent: C1(=CC=CC=C1)C (toluene). The yield is 98.0%. RXN SMILES: [CH2:1]([CH:4]1[CH2:15][CH2:14][CH2:13][CH2:12][CH2:11][CH2:10][CH2:9][CH2:8][CH2:7][CH2:6][CH:5]1[OH:16])[CH:2]=[CH2:3].C1(C)C=CC(S(O)(=O)=O)=CC=1.C(=O)([O-])[O-].[Na+].[Na+]>C1(C)C=CC=CC=1>[CH3:3][CH:2]1[CH2:1][CH:4]2[CH:5]([CH2:6][CH2:7][CH2:8][CH2:9][CH2:10][CH2:11][CH2:12][CH2:13][CH2:14][CH2:15]2)[O:16]1 |f:2.3.4|. Procedure: 1 mole of 2-(2-propenyl)-cyclododecanol is dissolved, together with 20 g of p-toluenesulphonic acid, in 1000 ml of toluene, and the mixture is refluxed for 15 hours. The mixture is then neutralized with 10% sodium carbonate solution, the phases are separated and the organic phase is worked up by distillation. After the toluene has been drawn off, 14-methyl-13-oxabicyclo[10.3.0]pentadecane is obtained, in a yield of 98% of the theoretical yield, at a boiling range of from 85° to 88° C. at 0.05 to... Product: C[C@@H](CCCC(C)C)NC(=O)NC1=NN2C(N=CC=C2C2=CC=C(C=C2)O)=N1 ((S)-1-(1,5-dimethylhexyl)-3-[7-(4-hydroxyphenyl)-[1,2,4]triazolo[1,5-a]pyrimidin-2-yl]urea). The reagents and catalysts are [C].[Pd] (palladium carbon). Starting materials: C(C1=CC=CC=C1)OC1=CC=C(C=C1)C1=CC=NC=2N1N=C(N2)NC(=O)N[C@H](CCCC(C)C)C ((S)-1-[7-(4-benzyloxyphenyl)-[1,2,4]triazolo[1,5-a]pyrimidin-2-yl]-3-(1,5-dimethylhexyl)urea), compound, [H][H] (hydrogen). RXN SMILES: C([O:8][C:9]1[CH:14]=[CH:13][C:12]([C:15]2[N:20]3[N:21]=[C:22]([NH:24][C:25]([NH:27][C@@H:28]([CH3:35])[CH2:29][CH2:30][CH2:31][CH:32]([CH3:34])[CH3:33])=[O:26])[N:23]=[C:19]3[N:18]=[CH:17][CH:16]=2)=[CH:11][CH:10]=1)C1C=CC=CC=1.[H][H]>C(O)(=O)C.[C].[Pd]>[CH3:35][C@H:28]([NH:27][C:25]([NH:24][C:22]1[N:23]=[C:19]2[N:18]=[CH:17][CH:16]=[C:15]([C:12]3[CH:11]=[CH:10][C:9]([OH:8])=[CH:14][CH:13]=3)[N:20]2[N:21]=1)=[O:26])[CH2:29][CH2:30][CH2:31][CH:32]([CH3:33])[CH3:34] |f:3.4|. Procedure: (S)-1-[7-(4-benzyloxyphenyl)-[1,2,4]triazolo[1,5-a]pyrimidin-2-yl]-3-(1,5-dimethylhexyl)urea (the compound obtained in Example 245; 7.1 g) and palladium carbon (50% water content; 2.0 g) were suspended in acetic acid (570 ml), and the obtained suspension was stirred in a hydrogen atmosphere at a room temperature for 5 days. Thereafter, the reaction solution was filtrated with a filter medium (Celite), and the collected product was then washed with methanol. The filtrate and the washing solution ... Solvent: C(C)(=O)O (acetic acid). Reactants: CSC(=NC#N)NC1CCCc2ccccc21, CC(=O)OC(C)C, C=CCN, CCO. Yields the product C=CCNC(=NC#N)NC1CCCc2ccccc21. Reaction SMILES: [C:1](#[N:2])[N:3]=[C:4]([NH:5][CH:6]1[CH2:7][CH2:8][CH2:9][c:10]2[cH:11][cH:12][cH:13][cH:14][c:15]21)[S:16][CH3:17].[C:22]([O:23][CH:24]([CH3:25])[CH3:26])(=[O:27])[CH3:28].[CH2:18]([CH:19]=[CH2:20])[NH2:21].[CH3:29][CH2:30][OH:31]>>[C:1](#[N:2])[N:3]=[C:4]([NH:5][CH:6]1[CH2:7][CH2:8][CH2:9][c:10]2[cH:11][cH:12][cH:13][cH:14][c:15]21)[NH:21][CH2:18][CH:19]=[CH2:20]. The reactants are O=C([O-])[O-], O=C([O-])O, C1CCNCC1, CC#N, [K+], [K+], [Na+], CS(=O)(=O)OC1CN(C(c2ccccc2)c2ccccc2)C1. Product: c1ccc(C(c2ccccc2)N2CC(N3CCCCC3)C2)cc1. RXN SMILES: [C:29](=[O:30])([O-:31])[O-:32].[C:35](=[O:36])([OH:37])[O-:38].[CH2:23]1[CH2:24][CH2:25][NH:26][CH2:27][CH2:28]1.[CH3:40][C:41]#[N:42].[K+:33].[K+:34].[Na+:39].[c:1]1([CH:7]([N:8]2[CH2:9][CH:10]([O:12][S:13]([CH3:14])(=[O:15])=[O:16])[CH2:11]2)[c:17]2[cH:18][cH:19][cH:20][cH:21][cH:22]2)[cH:2][cH:3][cH:4][cH:5][cH:6]1>>[c:1]1([CH:7]([N:8]2[CH2:9][CH:10]([N:26]3[CH2:25][CH2:24][CH2:23][CH2:28][CH2:27]3)[CH2:11]2)[c:17]2[cH:18][cH:19][cH:20][cH:21][cH:22]2)[cH:2][cH:3][cH:4][cH:5][cH:6]1. The reactants are O=Cc1ccc(C(=O)OCc2ccccc2)[nH]1, C=C(C)C, CCCCO, [O-][Cl+][O-], [Na+], [Na+], O, O=P([O-])(O)O. The product is O=C(O)c1ccc(C(=O)OCc2ccccc2)[nH]1. Reaction SMILES: [CH2:1]([c:2]1[cH:3][cH:4][cH:5][cH:6][cH:7]1)[O:8][C:9](=[O:10])[c:11]1[nH:12][c:13]([CH:16]=[O:17])[cH:14][cH:15]1.[CH2:28]=[C:29]([CH3:30])[CH3:31].[CH2:32]([OH:33])[CH2:34][CH2:35][CH3:36].[Cl+:24]([O-:25])[O-:26].[Na+:23].[Na+:27].[OH2:37].[P:18](=[O:19])([O-:20])([OH:21])[OH:22]>>[CH2:1]([c:2]1[cH:3][cH:4][cH:5][cH:6][cH:7]1)[O:8][C:9](=[O:10])[c:11]1[nH:12][c:13]([C:16](=[O:17])[OH:19])[cH:14][cH:15]1. Reactants: NCCOC1=C(C(=O)N(C)C2=C(C=CC=C2)OC)C=C(C(=C1)Cl)C=1C=NC(=CC1C#N)C(F)(F)F (2-(2-amino-ethoxy)-4-chloro-5-(4-cyano-6-trifluoromethyl-pyridin-3-yl)-N-(2-methoxy-phenyl)-N-methyl-benzamide), CS(=O)(=O)Cl (methanesulfonylchloride), CCN(C(C)C)C(C)C (DIPEA). Reaction conditions: time 8 hour. As a reaction SMILES: [NH2:1][CH2:2][CH2:3][O:4][C:5]1[CH:22]=[C:21]([Cl:23])[C:20]([C:24]2[CH:25]=[N:26][C:27]([C:32]([F:35])([F:34])[F:33])=[CH:28][C:29]=2[C:30]#[N:31])=[CH:19][C:6]=1[C:7]([N:9]([C:11]1[CH:16]=[CH:15][CH:14]=[CH:13][C:12]=1[O:17][CH3:18])[CH3:10])=[O:8].[CH3:36][S:37](Cl)(=[O:39])=[O:38].CCN(C(C)C)C(C)C>C(Cl)Cl>[Cl:23][C:21]1[C:20]([C:24]2[CH:25]=[N:26][C:27]([C:32]([F:35])([F:34])[F:33])=[CH:28][C:29]=2[C:30]#[N:31])=[CH:19][C:6]([C:7]([N:9]([C:11]2[CH:16]=[CH:15][CH:14]=[CH:13][C:12]=2[O:17][CH3:18])[CH3:10])=[O:8])=[C:5]([O:4][CH2:3][CH2:2][NH:1][S:37]([CH3:36])(=[O:39])=[O:38])[CH:22]=1. Procedure details: To a solution of 2-(2-amino-ethoxy)-4-chloro-5-(4-cyano-6-trifluoromethyl-pyridin-3-yl)-N-(2-methoxy-phenyl)-N-methyl-benzamide (30 mg, 0.06 mmol) in DCM (1 mL), methanesulfonylchloride (7 μL, 0.09 mmol) and DIPEA (16 μL, 0.09 mmol) were added. The mixture was stirred at rt overnight, concentrated, diluted with 1 mL MeOH and purified by prep HPLC yielding 4-chloro-5-(4-cyano-6-trifluoromethyl-pyridin-3-yl)-2-(2-methanesulfonylamino-ethoxy)-N-(2-methoxy-phenyl)-N-methyl-benzamide 48-1. MS: 583.0 ... The product is ClC1=CC(=C(C(=O)N(C)C2=C(C=CC=C2)OC)C=C1C=1C=NC(=CC1C#N)C(F)(F)F)OCCNS(=O)(=O)C (4-chloro-5-(4-cyano-6-trifluoromethyl-pyridin-3-yl)-2-(2-methanesulfonylamino-ethoxy)-N-(2-methoxy-phenyl)-N-methyl-benzamide). Solvent: C(Cl)Cl (DCM).